Dataset: the Open Reaction Database (ORD), a public repository of structured organic reaction records. Task: describe an organic reaction: reactants, conditions, products, and yield Yields the product CNC(=O)c1ccc(COc2ccc(CC(C)=O)cc2)o1. Starting materials: COC(=O)c1ccc(COc2ccc(CC(C)=O)cc2)o1, CN, CCO. RXN SMILES: [CH2:3]([C:4](=[O:5])[CH3:6])[c:7]1[cH:8][cH:9][c:10]([O:11][CH2:12][c:13]2[cH:14][cH:15][c:16]([C:18](=[O:19])[O:20][CH3:21])[o:17]2)[cH:22][cH:23]1.[CH3:1][NH2:2].[CH3:24][CH2:25][OH:26]>>[CH3:1][NH:2][C:18]([c:16]1[cH:15][cH:14][c:13]([CH2:12][O:11][c:10]2[cH:9][cH:8][c:7]([CH2:3][C:4](=[O:5])[CH3:6])[cH:23][cH:22]2)[o:17]1)=[O:19]. Reactants: BrC1=C(C=C(C=C1C)O)C (4-bromo-3,5-dimethylphenol), O1CC12CCOCC2 (1,6-dioxaspiro[2.5]octane), Intermediate 2. Yields the product BrC1=C(C=C(OCC2(CCOCC2)O)C=C1C)C (4-((4-Bromo-3,5-dimethylphenoxy)methyl)tetrahydro-2H-pyran-4-ol). RXN SMILES: [Br:1][C:2]1[C:7]([CH3:8])=[CH:6][C:5]([OH:9])=[CH:4][C:3]=1[CH3:10].[O:11]1[C:13]2([CH2:18][CH2:17][O:16][CH2:15][CH2:14]2)[CH2:12]1>>[Br:1][C:2]1[C:7]([CH3:8])=[CH:6][C:5]([O:9][CH2:12][C:13]2([OH:11])[CH2:18][CH2:17][O:16][CH2:15][CH2:14]2)=[CH:4][C:3]=1[CH3:10]. Procedure: The title compound is prepared from 4-bromo-3,5-dimethylphenol and 1,6-dioxaspiro[2.5]octane following a procedure analogous to that described in Step 3 of Intermediate 2. LC (method 7): tR=1.04 min; Mass spectrum (ESI−): m/z=313 [M−H]−. The reactants are ice water, C(C)(=O)[O-].[Na+] (Sodium acetate), COC1=C(/C=C/S(=O)(=O)CC=2C=CC(=C(C2)N)OC)C(=CC(=C1)OC)OC ((E)-5-((2,4,6-trimethoxystyrylsulfonyl)methyl)-2-methoxybenzenamine), COC(C(C)Br)=O (Methyl-2-bromopropionate). Reaction conditions: temperature 25 celsius. Reported procedure: Sodium acetate (0.4 mol) was dissolved in methanol (200 mL). Methyl-2-bromopropionate (40 mmol) was added and the resulting mixture was heated at reflux for 10 min. The heated mixture was cooled to room temperature (25° C.), and (E)-5-((2,4,6-trimethoxystyrylsulfonyl)methyl)-2-methoxybenzenamine (0.1 mol) was added. The resulting mixture was heated at reflux for 1 h. The hot reaction mixture was allowed to cool to room temperature (25° C.), and then poured into ice water (500 mL). A solid precip... Run in CO (methanol). As a reaction SMILES: C([O-])(=O)C.[Na+].[CH3:6][O:7][C:8](=[O:12])[CH:9](Br)[CH3:10].[CH3:13][O:14][C:15]1[CH:35]=[C:34]([O:36][CH3:37])[CH:33]=[C:32]([O:38][CH3:39])[C:16]=1/[CH:17]=[CH:18]/[S:19]([CH2:22][C:23]1[CH:24]=[CH:25][C:26]([O:30][CH3:31])=[C:27]([NH2:29])[CH:28]=1)(=[O:21])=[O:20]>CO>[CH3:13][O:14][C:15]1[CH:35]=[C:34]([O:36][CH3:37])[CH:33]=[C:32]([O:38][CH3:39])[C:16]=1/[CH:17]=[CH:18]/[S:19]([CH2:22][C:23]1[CH:24]=[CH:25][C:26]([O:30][CH3:31])=[C:27]([NH:29][CH:9]([CH3:10])[C:8]([O:7][CH3:6])=[O:12])[CH:28]=1)(=[O:21])=[O:20] |f:0.1|. Product: COC1=C(/C=C/S(=O)(=O)CC=2C=CC(=C(C2)NC(C(=O)OC)C)OC)C(=CC(=C1)OC)OC (methyl(E)-2-(5-((2,4,6-trimethoxystyrylsulfonyl)methyl)-2-methoxyphenylamino)propanoate). Product: CC(=O)Nc1nccc2c(I)c3cccnc3n12. As a reaction SMILES: [C:9]([CH3:10])(=[O:11])[NH:12][c:13]1[n:14][cH:15][cH:16][c:17]2[n:18]1[c:19]1[c:20]([cH:21]2)[cH:22][cH:23][cH:24][n:25]1.[Cl:26][CH2:27][Cl:28].[O:1]=[C:2]1[N:3]([I:8])[C:4](=[O:5])[CH2:6][CH2:7]1>>[I:8][c:21]1[c:17]2[cH:16][cH:15][n:14][c:13]([NH:12][C:9]([CH3:10])=[O:11])[n:18]2[c:19]2[c:20]1[cH:22][cH:23][cH:24][n:25]2. The reactants are CC(=O)Nc1nccc2cc3cccnc3n12, ClCCl, O=C1CCC(=O)N1I. Reactants: CCOC(=O)c1cc(F)c(Cl)nc1Cl, Cl, O=C(O)C(F)(F)F. Yields the product O=C(O)c1cc(F)c(Cl)nc1Cl. As a reaction SMILES: [Cl:1][c:2]1[c:3]([C:4](=[O:5])[O:6][CH2:7][CH3:8])[cH:9][c:10]([F:14])[c:11]([Cl:13])[n:12]1.[ClH:22].[F:15][C:16]([F:17])([F:18])[C:19]([OH:20])=[O:21]>>[Cl:1][c:2]1[c:3]([C:4](=[O:5])[OH:6])[cH:9][c:10]([F:14])[c:11]([Cl:13])[n:12]1. Starting materials: CC(=O)c1nn(-c2c(Cl)cc(C(F)(F)F)cc2Cl)c(N)c1S(C)=O, CCN(C(C)C)C(C)C, ClCCl, FC(F)(F)SCl. Yields the product CC(=O)c1nn(-c2c(Cl)cc(C(F)(F)F)cc2Cl)c(NSC(F)(F)F)c1S(C)=O. RXN SMILES: [C:1]([CH3:2])(=[O:3])[c:4]1[n:5][n:6](-[c:13]2[c:14]([Cl:24])[cH:15][c:16]([C:20]([F:21])([F:22])[F:23])[cH:17][c:18]2[Cl:19])[c:7]([NH2:12])[c:8]1[S:9](=[O:10])[CH3:11].[CH:25]([N:26]([CH:27]([CH3:28])[CH3:29])[CH2:30][CH3:31])([CH3:32])[CH3:33].[Cl:40][CH2:41][Cl:42].[F:34][C:35]([S:36][Cl:37])([F:38])[F:39]>>[C:1]([CH3:2])(=[O:3])[c:4]1[n:5][n:6](-[c:13]2[c:14]([Cl:24])[cH:15][c:16]([C:20]([F:21])([F:22])[F:23])[cH:17][c:18]2[Cl:19])[c:7]([NH:12][S:36][C:35]([F:34])([F:38])[F:39])[c:8]1[S:9](=[O:10])[CH3:11]. The reactants are ClC(Cl)Cl, OCCCNc1nc2ccccc2n1-c1ccccc1, O=S(Cl)Cl. Product: ClCCCNc1nc2ccccc2n1-c1ccccc1. RXN SMILES: [CH:25]([Cl:26])([Cl:27])[Cl:28].[OH:5][CH2:6][CH2:7][CH2:8][NH:9][c:10]1[n:11][c:12]2[c:13]([n:14]1-[c:15]1[cH:16][cH:17][cH:18][cH:19][cH:20]1)[cH:21][cH:22][cH:23][cH:24]2.[S:1]([Cl:2])([Cl:3])=[O:4]>>[Cl:3][CH2:6][CH2:7][CH2:8][NH:9][c:10]1[n:11][c:12]2[c:13]([n:14]1-[c:15]1[cH:16][cH:17][cH:18][cH:19][cH:20]1)[cH:21][cH:22][cH:23][cH:24]2. Starting materials: CC=1NC(CSC1C1C=CN(C=C1)C(=O)OCC(Cl)(Cl)Cl)=O (5-methyl-6-[1-(2,2,2-trichloroethoxycarbonyl)-1,4-dihydro-4-pyridinyl]-2H-1,4-thiazin3(4H)-one), [S] (sulfur). Reaction conditions: temperature 140 celsius, time 1.5 hour. Product: CC=1NC(CSC1C1=CC=NC=C1)=O (5-methyl-6-(4-pyridinyl)-2H-1,4-thiazin-3(4H)-one). Isolated yield 76.5%. As a reaction SMILES: [CH3:1][C:2]1[NH:3][C:4](=[O:22])[CH2:5][S:6][C:7]=1[CH:8]1[CH:13]=[CH:12][N:11](C(OCC(Cl)(Cl)Cl)=O)[CH:10]=[CH:9]1.[S]>>[CH3:1][C:2]1[NH:3][C:4](=[O:22])[CH2:5][S:6][C:7]=1[C:8]1[CH:13]=[CH:12][N:11]=[CH:10][CH:9]=1 |^3:22|. Procedure: The mixture of 5-methyl-6-[1-(2,2,2-trichloroethoxycarbonyl)-1,4-dihydro-4-pyridinyl]-2H-1,4-thiazin3(4H)-one (2.14 g) and sulfur (10.7 g) was heated under stirring at 140° C. for 1.5 hours and then cooled to room temperature. The solid was extracted with methanol by using Soxhlet extractor. Methanol was removed under reduced pressure and the residue was dissolved in 50 ml of 2N hydrochloric acid. The insoluble solid was removed by filtration ad the filtrate was adjusted to pH 7.2 by 2N aqueous ... Reactants: BrC1=CC(=C(C(=O)OC)C=C1)CBr (methyl 4-bromo-2-(bromomethyl)benzoate), N (NH3), CO (methanol). Solvent: C1CCOC1 (THF). Run at time 24 hour. The product is BrC=1C=C2CNC(C2=CC1)=O (5-bromoisoindolin-1-one). Isolated yield 52.0%. Reaction SMILES: [Br:1][C:2]1[CH:11]=[CH:10][C:5]([C:6](OC)=[O:7])=[C:4]([CH2:12]Br)[CH:3]=1.[NH3:14].CO>C1COCC1>[Br:1][C:2]1[CH:3]=[C:4]2[C:5](=[CH:10][CH:11]=1)[C:6](=[O:7])[NH:14][CH2:12]2. Reported procedure: A solution of Example 33B (1.1 g, 3.57 mmol) in THF (20 mL) at room temperature was treated with 1N NH3 in methanol (7.14 mL, 7.14 mmol), stirred for 24 hours, and filtered. The filter cake was washed with diethyl ether (100 mL) to provide the desired product (0.4 g, 52%).